Dataset: the Open Reaction Database (ORD), a public repository of structured organic reaction records. Task: describe an organic reaction: reactants, conditions, products, and yield The reactants are C(#N)CCCCN1C(=NC2=C1C=CC=C2)C(=O)C2CCNCC2 (1-[(4-cyanobutyl)-1H-benzimidazol-2-yl][1-(4-piperidinyl)]methanone), C(=O)(OC)COCCBr (carbomethoxy methoxy ethylbromide), C([O-])([O-])=O.[K+].[K+] (potassium carbonate), CN(C=O)C (dimethylformamide). Run in O (water). Run at temperature 90 celsius. The product is C(#N)CCCCN1C(=NC2=C1C=CC=C2)C(=O)C2CCN(CC2)C(C)OCC(=O)OC (1-[(4-Cyanobutyl)-1H-benzimidazol-2-yl][1-(1-carbomethoxy methoxy ethyl)-4-piperidinyl]methanone). RXN SMILES: [C:1]([CH2:3][CH2:4][CH2:5][CH2:6][N:7]1[C:11]2[CH:12]=[CH:13][CH:14]=[CH:15][C:10]=2[N:9]=[C:8]1[C:16]([CH:18]1[CH2:23][CH2:22][NH:21][CH2:20][CH2:19]1)=[O:17])#[N:2].[C:24]([CH2:28][O:29][CH2:30][CH2:31]Br)([O:26][CH3:27])=[O:25].C(=O)([O-])[O-].[K+].[K+].CN(C)C=O>O>[C:1]([CH2:3][CH2:4][CH2:5][CH2:6][N:7]1[C:11]2[CH:12]=[CH:13][CH:14]=[CH:15][C:10]=2[N:9]=[C:8]1[C:16]([CH:18]1[CH2:23][CH2:22][N:21]([CH:30]([O:29][CH2:28][C:24]([O:26][CH3:27])=[O:25])[CH3:31])[CH2:20][CH2:19]1)=[O:17])#[N:2] |f:2.3.4|. Procedure: Mix 1-[(4-cyanobutyl)-1H-benzimidazol-2-yl][1-(4-piperidinyl)]methanone (4.0 g, 12.91 mmol), carbomethoxy methoxy ethylbromide (3.0 g, 15.3 mmol), potassium carbonate (5.29 g, 38.25 mmol) and dimethylformamide (100 mL). Stir and heat and at 90° C. overnight. Allow to cool to room temperature, dilute with water and extract with ethyl acetate (2×). Wash the combined organic phases with water (3×), then brine and dry (MgSO4). Evaporate the solvent in vacuo and purify by chromatography to give the t... The reactants are O1C(C1)C=1C=C2C(=NC1)N(C=N2)COCC[Si](C)(C)C (6-Oxiranyl-3-(2-trimethylsilylethoxymethyl)-3H-imidazo-[4,5-b]pyridine), C(Cl)Cl.CO (CH2Cl2 MeOH), C(=O)[O-].[NH4+] (ammonium formate). Reagents/catalysts: [Pd] (Pd/C). Solvent: CO (methanol). Conditions: temperature 70 celsius. The product is C[Si](CCOCN1C=NC=2C1=NC=C(C2)CCO)(C)C (2-[3-(2-Trimethylsilylethoxymethyl)-3H-imidazo[4,5-b]pyridin-6-yl]-ethanol). The yield is 51.9%. As a reaction SMILES: [O:1]1[CH2:3][CH:2]1[C:4]1[CH:5]=[C:6]2[N:12]=[CH:11][N:10]([CH2:13][O:14][CH2:15][CH2:16][Si:17]([CH3:20])([CH3:19])[CH3:18])[C:7]2=[N:8][CH:9]=1.C([O-])=O.[NH4+].C(Cl)Cl.CO>CO.[Pd]>[CH3:19][Si:17]([CH3:18])([CH3:20])[CH2:16][CH2:15][O:14][CH2:13][N:10]1[C:7]2=[N:8][CH:9]=[C:4]([CH2:2][CH2:3][OH:1])[CH:5]=[C:6]2[N:12]=[CH:11]1 |f:1.2,3.4|. Procedure details: 6-Oxiranyl-3-(2-trimethylsilylethoxymethyl)-3H-imidazo-[4,5-b]pyridine (918 mg, 3.15 mmol) was combined with 10% Pd/C (400 mg) and ammonium formate (993 mg, 15.75 mmol) and the mixture was suspended in methanol (25 mL). The reaction mixture was heated to 70° C. for 2.5 h. After cooling to ambient temperature, the mixture was filtered through celite®, eluted with methanol, concentrated in vacuo. The crude residue was purified by flash chromatography on silica gel using 75% ethyl acetate/hexanes t... Reported procedure: A solution of methyl 2-(4-fluorophenyl)acetate (2.35 g, 14 mmol) in THF (15 mL), at −78° C., was treated dropwise with 1 N lithium bis(trimethylsilyl)amide (14 mL, 14 mmol). After 15 minutes a suspension of 4-(methylsulphonyl)benzoyl chloride (3.3 g, 15 mmol) in THF (25 mL) was added in portions. The reaction mixture was stirred for 60 minutes at −78° C. and at 0 to 5° C. for 12 hours. The mixture was quenched with 10% citric acid, the THF removed in vacuo, and the residue triturated with hexane... Solvent: C1CCOC1 (THF), C1CCOC1 (THF). Starting materials: FC1=CC=C(C=C1)CC(=O)OC (methyl 2-(4-fluorophenyl)acetate), C[Si](C)(C)[N-][Si](C)(C)C.[Li+] (lithium bis(trimethylsilyl)amide), CS(=O)(=O)C1=CC=C(C(=O)Cl)C=C1 (4-(methylsulphonyl)benzoyl chloride). RXN SMILES: [F:1][C:2]1[CH:7]=[CH:6][C:5]([CH2:8][C:9]([O:11][CH3:12])=[O:10])=[CH:4][CH:3]=1.C[Si]([N-][Si](C)(C)C)(C)C.[Li+].[CH3:23][S:24]([C:27]1[CH:35]=[CH:34][C:30]([C:31](Cl)=[O:32])=[CH:29][CH:28]=1)(=[O:26])=[O:25]>C1COCC1>[F:1][C:2]1[CH:3]=[CH:4][C:5]([CH:8]([C:31]([C:30]2[CH:29]=[CH:28][C:27]([S:24]([CH3:23])(=[O:26])=[O:25])=[CH:35][CH:34]=2)=[O:32])[C:9]([O:11][CH3:12])=[O:10])=[CH:6][CH:7]=1 |f:1.2|. The product is FC1=CC=C(C=C1)C(C(=O)OC)C(=O)C1=CC=C(C=C1)S(=O)(=O)C (Methyl 2-(4-fluorophenyl)-3-(4-(methylsulphonyl)phenyl)-3-oxopropanoate). Run at temperature 2.5 celsius, time 12 hour. Isolated yield 69.3%. The reactants are BrCC(=O)C=1N(C2=CC(=CC=C2C1C1CCCCC1)C(=O)OC)CC(=O)N1CCOCC1 (Methyl 2-(2-bromo-ethanoyl)-3-cyclohexyl-1-(2-morpholin-4yl-2-oxo-ethyl)-1H-indole-6carboxylate), [OH-].[Na+] (NaOH), [OH-].[Na+] (NaOH), C(C)(C)(C)NC(=S)N (N-tertbutylthiourea), C(=O)(C(F)(F)F)O (TFA). The solvent is CS(=O)C (DMSO). Conditions: time 2 hour. The product is C(C)(C)(C)NC=1SC=C(N1)C=1N(C2=CC(=CC=C2C1C1CCCCC1)C(=O)O)CC(=O)N1CCOCC1 (2-(2-tert-Butylamino-thiazol-4-yl)-3-cyclohexyl-1-(2-morpholin-4-yl-2-oxo-ethyl)-1H-indole-6-carboxylic acid), C(=O)(C(F)(F)F)O (TFA). As a reaction SMILES: Br[CH2:2][C:3]([C:5]1[N:6]([CH2:24][C:25]([N:27]2[CH2:32][CH2:31][O:30][CH2:29][CH2:28]2)=[O:26])[C:7]2[C:12]([C:13]=1[CH:14]1[CH2:19][CH2:18][CH2:17][CH2:16][CH2:15]1)=[CH:11][CH:10]=[C:9]([C:20]([O:22]C)=[O:21])[CH:8]=2)=O.[C:33]([NH:37][C:38]([NH2:40])=[S:39])([CH3:36])([CH3:35])[CH3:34].[OH-].[Na+].[C:43]([OH:49])([C:45]([F:48])([F:47])[F:46])=[O:44]>CS(C)=O>[C:33]([NH:37][C:38]1[S:39][CH:2]=[C:3]([C:5]2[N:6]([CH2:24][C:25]([N:27]3[CH2:32][CH2:31][O:30][CH2:29][CH2:28]3)=[O:26])[C:7]3[C:12]([C:13]=2[CH:14]2[CH2:15][CH2:16][CH2:17][CH2:18][CH2:19]2)=[CH:11][CH:10]=[C:9]([C:20]([OH:22])=[O:21])[CH:8]=3)[N:40]=1)([CH3:36])([CH3:35])[CH3:34].[C:43]([OH:49])([C:45]([F:48])([F:47])[F:46])=[O:44] |f:2.3|. Procedure: The bromomethylketone of example 11 (39.6 mg, 0.078 mmol, 1 equiv.) was dissolved in DMSO (1 mL) and N-tertbutylthiourea (12.4 mg, 0.094 mmol, 1.2 equiv.) was added. The mixture was stirred for 2 h at room temperature. 10 N NaOH (24 μL) was added and after stirring for 4 h at room temperature, another portion of 10 N NaOH (24 μL) was added and the mixture stirred 24 h at room temperature to complete the hydrolysis. The reaction mixture was then neutralized by addition of TFA and the title produc... Reactants: COCCOC, FC(F)C(F)(F)Oc1cccc(CBr)c1, CCOC(=O)CC(=O)c1cccc(F)n1, [H-], [Na+], O. The product is CCOC(=O)C(Cc1cccc(OC(F)(F)C(F)F)c1)C(=O)c1cccc(F)n1. As a reaction SMILES: [CH3:34][O:35][CH2:36][CH2:37][O:38][CH3:39].[F:18][C:19]([CH:20]([F:21])[F:22])([O:23][c:24]1[cH:25][c:26]([CH2:30][Br:31])[cH:27][cH:28][cH:29]1)[F:32].[F:1][c:2]1[cH:3][cH:4][cH:5][c:6]([C:8]([CH2:9][C:10](=[O:11])[O:12][CH2:13][CH3:14])=[O:15])[n:7]1.[H-:16].[Na+:17].[OH2:33]>>[F:1][c:2]1[cH:3][cH:4][cH:5][c:6]([C:8]([CH:9]([C:10](=[O:11])[O:12][CH2:13][CH3:14])[CH2:30][c:26]2[cH:25][c:24]([O:23][C:19]([F:18])([CH:20]([F:21])[F:22])[F:32])[cH:29][cH:28][cH:27]2)=[O:15])[n:7]1.